From a dataset of the Open Reaction Database (ORD), a public repository of structured organic reaction records. describe an organic reaction: reactants, conditions, products, and yield Reactants: C=CC(=O)OC, CO, NCc1ccccc1. Product: COC(=O)CCNCc1ccccc1. RXN SMILES: [C:9]([CH:10]=[CH2:11])(=[O:12])[O:13][CH3:14].[CH3:15][OH:16].[NH2:1][CH2:2][c:3]1[cH:4][cH:5][cH:6][cH:7][cH:8]1>>[NH:1]([CH2:2][c:3]1[cH:4][cH:5][cH:6][cH:7][cH:8]1)[CH2:11][CH2:10][C:9](=[O:12])[O:13][CH3:14]. Starting materials: B(Br)(Br)Br (boron tribromide), ClC1=C(C=CC=C1)C1=C(C=NC2=C(C=C(C=C12)C)C)NC(C=CC1=C(C(=CC=C1)OC)OC)=O (4-(2-chlorophenyl)-3-(2,3-dimethoxycinnamoylamino)-6,8-dimethylquinoline), C(O)([O-])=O.[Na+] (sodium hydrogen carbonate), ice water. Solvent: ClCCl (dichloromethane), ClCCl (dichloromethane). Run at time 1.5 hour. Product: O.Cl.ClC1=C(C=CC=C1)C1=C(C=NC2=C(C=C(C=C12)C)C)NC(C=CC1=C(C(=CC=C1)O)O)=O (4-(2-chlorophenyl)-3-(2,3-dihydroxycinnamoylamino)- 6,8-dimethylquinoline hydrochloric acid salt hydrate). The yield is 171.3%. As a reaction SMILES: B(Br)(Br)Br.[Cl:5][C:6]1[CH:11]=[CH:10][CH:9]=[CH:8][C:7]=1[C:12]1[C:21]2[C:16](=[C:17]([CH3:23])[CH:18]=[C:19]([CH3:22])[CH:20]=2)[N:15]=[CH:14][C:13]=1[NH:24][C:25](=[O:38])[CH:26]=[CH:27][C:28]1[CH:33]=[CH:32][CH:31]=[C:30]([O:34]C)[C:29]=1[O:36]C.C(=O)([O-])O.[Na+]>ClCCl>[OH2:34].[ClH:5].[Cl:5][C:6]1[CH:11]=[CH:10][CH:9]=[CH:8][C:7]=1[C:12]1[C:21]2[C:16](=[C:17]([CH3:23])[CH:18]=[C:19]([CH3:22])[CH:20]=2)[N:15]=[CH:14][C:13]=1[NH:24][C:25](=[O:38])[CH:26]=[CH:27][C:28]1[CH:33]=[CH:32][CH:31]=[C:30]([OH:34])[C:29]=1[OH:36] |f:2.3,5.6.7|. Procedure: A solution of boron tribromide in dichloromethane (1:2, 2 ml) was dropwise added to a solution of 4-(2-chlorophenyl)-3-(2,3-dimethoxycinnamoylamino)-6,8-dimethylquinoline (0.94 g) in dichloromethane (15 ml) under ice-cooling and stirring. After being stirred for 30 minutes under ice-cooling, and further for 1.5 hours at room temperature, the mixture was poured into ice water. The solution was made neutral with a sodium hydrogen carbonate saturated solution and was extracted with ethyl acetate. T... Product: COC(=O)c1cc(C)c(Br)c([N+](=O)[O-])c1. Reactants: COC(=O)c1ccc(Br)c(C)c1, O=C(O)C(F)(F)F, [K+], O=[N+]([O-])[O-], O=C([O-])c1cccc([N+](=O)[O-])c1, O=S(=O)(O)O. Reaction SMILES: [CH3:1][O:2][C:3]([c:4]1[cH:5][c:6]([CH3:11])[c:7]([Br:10])[cH:8][cH:9]1)=[O:12].[F:35][C:36]([F:37])([F:38])[C:39]([OH:40])=[O:41].[K+:17].[N+:13](=[O:14])([O-:15])[O-:16].[N+:18]([c:19]1[cH:20][c:21]([C:25]([O-:26])=[O:27])[cH:22][cH:23][cH:24]1)([O-:28])=[O:29].[S:30](=[O:31])(=[O:32])([OH:33])[OH:34]>>[CH3:1][O:2][C:3]([c:4]1[cH:5][c:6]([CH3:11])[c:7]([Br:10])[c:8]([N+:13](=[O:14])[O-:15])[cH:9]1)=[O:12].